The task is: describe an organic reaction: reactants, conditions, products, and yield. This data is from the Open Reaction Database (ORD), a public repository of structured organic reaction records. Starting materials: C(CCC)C(C(=O)OCC)C(=O)OCC (diethyl butylmalonate), O (water), [H-].[Na+] (sodium hydride), ICCCCCCCC (iodooctane). The solvent is CS(=O)C (dimethylsulfoxide), CS(=O)C (dimethylsulfoxide). Reaction conditions: temperature 5 celsius, time 4 hour. The product is C(CCC)C(C(=O)OCC)(C(=O)OCC)CCCCCCCC (diethyl butyl-octylmalonate). Reaction SMILES: [H-].[Na+].[CH2:3]([CH:7]([C:13]([O:15][CH2:16][CH3:17])=[O:14])[C:8]([O:10][CH2:11][CH3:12])=[O:9])[CH2:4][CH2:5][CH3:6].I[CH2:19][CH2:20][CH2:21][CH2:22][CH2:23][CH2:24][CH2:25][CH3:26].O>CS(C)=O>[CH2:3]([C:7]([CH2:19][CH2:20][CH2:21][CH2:22][CH2:23][CH2:24][CH2:25][CH3:26])([C:13]([O:15][CH2:16][CH3:17])=[O:14])[C:8]([O:10][CH2:11][CH3:12])=[O:9])[CH2:4][CH2:5][CH3:6] |f:0.1|. Procedure details: A mixture of sodium hydride (50% w/w suspension in mineral oil, 2.40 g, 50.0 mmol) in dimethylsulfoxide (50 mL) was cooled to 5° C., and a solution of diethyl butylmalonate (10.0 mL, 45.5 mmol) in dimethylsulfoxide (10 mL) was added dropwise with vigorous stirring. After 4 hours, the solution was treated with iodooctane (8.20 mL, 44.3 mmol), and the solution was stirred an additional 12 hours. It was poured into water (400 mL), and extracted with ethyl acetate (2×500 mL). The extracts were washe... Starting materials: NaIO4, O (water), C(Cl)(Cl)(Cl)Cl (CCl4), C(CC)[C@@H]1[C@@H](O1)CO ((2S, cis)-3-propyloxiranemethanol), RuCl3, C(Cl)Cl (methylene chloride). Conditions: time 3 hour. Yields the product C(CC)[C@H]1[C@H](O1)C(=O)O ((2S, cis)-3-propyloxiranecarboxylic acid). Isolated yield 67.0%. Reaction SMILES: C(Cl)(Cl)(Cl)Cl.[CH2:6]([C@H:9]1[O:11][C@H:10]1[CH2:12][OH:13])[CH2:7][CH3:8].C(Cl)Cl.[OH2:17]>>[CH2:6]([C@@H:9]1[O:11][C@@H:10]1[C:12]([OH:17])=[O:13])[CH2:7][CH3:8]. Reported procedure: A flask was charged with 34 ml of CCl4, 34 ml of acetonitrle and 2 g of (2S, cis)-3-propyloxiranemethanol. Then 11 g of NaIO4 in 51 ml of water were added, followed by 86 mg of RuCl3 to this biphasic solution. The mixture was stirred vigorously for 3 hrs at RT and 100 ml of methylene chloride was added. The organic phase was separated and water phase was extracted with methylene chloride. The combined black organic phase was dried over MgSO4 and concentrated. The residue was diluted with ether a... Reactants: O=C(Cl)CCBr, CC(NC(=O)CBr)c1ccccc1. Product: CC(NC(=O)CCBr)c1ccccc1. RXN SMILES: [Br:14][CH2:15][CH2:16][C:17]([Cl:18])=[O:19].[Br:1][CH2:2][C:3](=[O:4])[NH:5][CH:6]([CH3:7])[c:8]1[cH:9][cH:10][cH:11][cH:12][cH:13]1>>[CH2:2]([C:3](=[O:4])[NH:5][CH:6]([CH3:7])[c:8]1[cH:9][cH:10][cH:11][cH:12][cH:13]1)[CH2:15][Br:14]. Procedure: Combine 1-(3,4,5-trimethoxybenzyl)-3-(4-fluorophenylmethyl)-3-(3-methanesulfonyloxypropyl)-2-oxopyrrolidine (0.43 g, 1.50 mmol), (1-(2-ethoxyethyl)-1H-benzimidazol-2-yl)(piperidin-4-yl)amine (0.74 g, 1.46 mmol), and N,N-diisopropylethylamine (0.39 g, 3.0 mmol) in acetonitrile (10 mL). Heat to reflux. After 12 hours, dilute the reaction mixture with ethyl acetate and extract twice with water. Dry the organic layer over Na2SO4, filter, and evaporate in vacuo to give a residue. Chromatograph the re... Reaction SMILES: [CH3:1][O:2][C:3]1[CH:4]=[C:5]([CH:29]=[C:30]([O:34][CH3:35])[C:31]=1[O:32][CH3:33])[CH2:6][N:7]1[CH2:11][CH2:10][C:9]([CH2:20][C:21]2[CH:26]=[CH:25][C:24]([F:27])=[CH:23][CH:22]=2)([CH2:12][CH2:13][CH2:14]OS(C)(=O)=O)[C:8]1=[O:28].[CH2:36]([O:38][CH2:39][CH2:40][N:41]1[C:45]2[CH:46]=[CH:47][CH:48]=[CH:49][C:44]=2[N:43]=[C:42]1[NH:50][CH:51]1[CH2:56][CH2:55][NH:54][CH2:53][CH2:52]1)[CH3:37].C(N(CC)C(C)C)(C)C.CO.C(OCC)(=O)C>C(#N)C.C(OCC)(=O)C.ClCCl>[CH3:1][O:2][C:3]1[CH:4]=[C:5]([CH:29]=[C:30]([O:34][CH3:35])[C:31]=1[O:32][CH3:33])[CH2:6][N:7]1[CH2:11][CH2:10][C:9]([CH2:12][CH2:13][CH2:14][N:54]2[CH2:53][CH2:52][CH:51]([NH:50][C:42]3[N:41]([CH2:40][CH2:39][O:38][CH2:36][CH3:37])[C:45]4[CH:46]=[CH:47][CH:48]=[CH:49][C:44]=4[N:43]=3)[CH2:56][CH2:55]2)([CH2:20][C:21]2[CH:22]=[CH:23][C:24]([F:27])=[CH:25][CH:26]=2)[C:8]1=[O:28] |f:3.4|. Solvent: C(C)#N (acetonitrile), ClCCl (dichloromethane), C(C)(=O)OCC (ethyl acetate). Reactants: COC=1C=C(CN2C(C(CC2)(CCCOS(=O)(=O)C)CC2=CC=C(C=C2)F)=O)C=C(C1OC)OC (1-(3,4,5-trimethoxybenzyl)-3-(4-fluorophenylmethyl)-3-(3-methanesulfonyloxypropyl)-2-oxopyrrolidine), CO.C(C)(=O)OCC (methanol ethyl acetate), C(C)OCCN1C(=NC2=C1C=CC=C2)NC2CCNCC2 ((1-(2-ethoxyethyl)-1H-benzimidazol-2-yl)(piperidin-4-yl)amine), C(C)(C)N(C(C)C)CC (N,N-diisopropylethylamine). Reaction conditions: time 12 hour. Yields the product COC=1C=C(CN2C(C(CC2)(CC2=CC=C(C=C2)F)CCCN2CCC(CC2)NC2=NC3=C(N2CCOCC)C=CC=C3)=O)C=C(C1OC)OC (1-(3,4,5-trimethoxybenzyl)-3-(3-(4-(1-(2-ethoxyethyl)-1H-benzimidazol-2-yl-amino)piperidin-1-yl)propyl)-3-(4-fluorophenylmethyl)-2-oxopyrrolidine). The reactants are three-mouth, ClC1=NC(=C2NC=NC2=N1)Cl (2,6-dichloropurine), C(C)(=O)OCC (ethyl acetate), pyridinium salt, acid, N1CCCCC1 (piperidine), O1CCCC=C1 (2,3-dihydropyrane). Solvent: C(C)N(CC)CC (Triethylamine). Conditions: time 5 minute. Product: N1=CN=C2N=CNC2=C1 (purin). Yield: 201.4%. RXN SMILES: Cl[C:2]1[N:10]=[C:9]2[C:5]([NH:6][CH:7]=[N:8]2)=[C:4](Cl)[N:3]=1.C(OCC)(=O)C.O1C=CCCC1.N1CCCCC1>C(N(CC)CC)C>[N:3]1[CH:4]=[C:5]2[C:9]([N:8]=[CH:7][NH:6]2)=[N:10][CH:2]=1. Procedure details: In a 100 ml three-mouth bottle, 2,6-dichloropurine (10 g), ethyl acetate (50 ml), pyridinium salt of paratoluenesulfonic acid (0.2 g) are mixed. The above mixture is stirred and heated to a temperature of 35° C., 2,3-dihydropyrane (12 ml) is added thereto within 5 min. The above mixture is reacted at 50˜60° C. for 3 h. The completion of reaction is checked with TCL analysis. Triethylamine (8 ml) is added to the bottle, and piperidine (9.2 ml) is added thereto at the temperature within 20 min. Th... Starting materials: O=C([O-])[O-], ClCc1ccncc1, Cl, [K+], [K+], O=[N+]([O-])c1cccc2[nH]cnc12, CN(C)C=O. Reaction SMILES: [C:13](=[O:14])([O-:15])[O-:16].[Cl:20][CH2:21][c:22]1[cH:23][cH:24][n:25][cH:26][cH:27]1.[ClH:19].[K+:17].[K+:18].[N+:1](=[O:2])([O-:3])[c:4]1[cH:5][cH:6][cH:7][c:8]2[nH:9][cH:10][n:11][c:12]12.[O:28]=[CH:29][N:30]([CH3:31])[CH3:32]>>[N+:1](=[O:2])([O-:3])[c:4]1[cH:5][cH:6][cH:7][c:8]2[n:9]([CH2:21][c:22]3[cH:23][cH:24][n:25][cH:26][cH:27]3)[cH:10][n:11][c:12]12. Yields the product O=[N+]([O-])c1cccc2c1ncn2Cc1ccncc1. Reactants: OCC1=NC=CC=C1SC(C1=CC=CC=C1)(C1=CC=CC=C1)C1=CC=CC=C1 (2-hydroxymethyl-3-triphenylmethylthiopyridine), S(=O)(Cl)Cl (Thionyl chloride). The solvent is CN(C=O)C (N,N-dimethylformamide). Conditions: temperature 2 celsius. Product: Cl.ClCC1=NC=CC=C1SC(C1=CC=CC=C1)(C1=CC=CC=C1)C1=CC=CC=C1 (2-chloromethyl-3-triphenylmethylthiopyridine hydrochloride). Yield: 111.7%. Reaction SMILES: O[CH2:2][C:3]1[C:8]([S:9][C:10]([C:23]2[CH:28]=[CH:27][CH:26]=[CH:25][CH:24]=2)([C:17]2[CH:22]=[CH:21][CH:20]=[CH:19][CH:18]=2)[C:11]2[CH:16]=[CH:15][CH:14]=[CH:13][CH:12]=2)=[CH:7][CH:6]=[CH:5][N:4]=1.S(Cl)([Cl:31])=O>CN(C)C=O>[ClH:31].[Cl:31][CH2:2][C:3]1[C:8]([S:9][C:10]([C:23]2[CH:28]=[CH:27][CH:26]=[CH:25][CH:24]=2)([C:17]2[CH:22]=[CH:21][CH:20]=[CH:19][CH:18]=2)[C:11]2[CH:16]=[CH:15][CH:14]=[CH:13][CH:12]=2)=[CH:7][CH:6]=[CH:5][N:4]=1 |f:3.4|. Reported procedure: A thick suspension of 2-hydroxymethyl-3-triphenylmethylthiopyridine (90.3 g, 235 mmol) in N,N-dimethylformamide (270 mL) in a flask equipped with efficient mechanical stirring was chilled to 2° C. Thionyl chloride (25.8 mL, 354 mmol) was added in 5 mL portions over the period of 1 h while maintaining a temperature below 10° C. After completing the addition the reaction mixture was allowed to reach room temperature and was stirred for 30 min. The precipitate was filtered, washed with ethyl acetat...